From a dataset of the Open Reaction Database (ORD), a public repository of structured organic reaction records. describe an organic reaction: reactants, conditions, products, and yield Starting materials: [BH3-]C#N, C1COCCN1, CC(=O)O, CO, CO, CCOC(C)=O, O=Cc1cc2nccc(Cl)c2s1, [Na+]. The product is Clc1ccnc2cc(CN3CCOCC3)sc12. Reaction SMILES: [C:23]([BH3-:24])#[N:25].[CH2:13]1[CH2:14][O:15][CH2:16][CH2:17][NH:18]1.[CH3:19][C:20](=[O:21])[OH:22].[CH3:27][OH:28].[CH3:29][OH:30].[CH3:31][CH2:32][O:33][C:34]([CH3:35])=[O:36].[Cl:1][c:2]1[c:3]2[c:4]([n:5][cH:6][cH:7]1)[cH:8][c:9]([CH:11]=[O:12])[s:10]2.[Na+:26]>>[Cl:1][c:2]1[c:3]2[c:4]([n:5][cH:6][cH:7]1)[cH:8][c:9]([CH2:11][N:18]1[CH2:13][CH2:14][O:15][CH2:16][CH2:17]1)[s:10]2. Reactants: CC=1C=C(C=C(C1)C)CO ((3,5-dimethylphenyl)methanol), CN(C)C=O (DMF), N1CCC(CC1)NC(OC(C)(C)C)=O (Tert-butyl piperidin-4-ylcarbamate). Solvent: CCOC(=O)C (EtOAc). Conditions: temperature 50 celsius, time 4 hour. Product: C(C)(C)(C)OC(=O)NC1CCN(CC1)C(=O)OCC1=CC(=CC(=C1)C)C (3,5-Dimethylbenzyl 4-((tert-butoxycarbonyl)amino)piperidine-1-carboxylate). RXN SMILES: [CH3:1][C:2]1[CH:3]=[C:4]([CH2:9][OH:10])[CH:5]=[C:6]([CH3:8])[CH:7]=1.[NH:11]1[CH2:16][CH2:15][CH:14]([NH:17][C:18](=[O:24])[O:19][C:20]([CH3:23])([CH3:22])[CH3:21])[CH2:13][CH2:12]1.CN([CH:28]=[O:29])C>CCOC(C)=O>[C:20]([O:19][C:18]([NH:17][CH:14]1[CH2:13][CH2:12][N:11]([C:28]([O:10][CH2:9][C:4]2[CH:5]=[C:6]([CH3:8])[CH:7]=[C:2]([CH3:1])[CH:3]=2)=[O:29])[CH2:16][CH2:15]1)=[O:24])([CH3:21])([CH3:23])[CH3:22]. Procedure: To a stirred solution of (3,5-dimethylphenyl)methanol (1.020 g, 7.49 mmol) in DMF (5 mL) at RT was added CU (1.214 g, 7.49 mmol). The reaction mixture was heated at 50° C. for 20 hrs. Tert-butyl piperidin-4-ylcarbamate (1.5 g, 7.49 mmol) was added and the reaction mixture stirred at 50° C. for 4 hrs. The mixture was diluted with EtOAc and washed with a saturated solution of sodium bicarbonate, brine, dried over MgSO4, filtered and concentrated under reduced pressure. Purification was carried out... The reactants are Cl.[C@H]12N[C@@H](C[C@@H]2C1)C(=O)N ((1S,3S,5S)-2-azabicyclo[3.1.0]hexane-3-carboxamide hydrochloride salt), OC1=CC=CC=2NN=NC21 (hydroxybenzotriazole), C(C)(C)N(CC)C(C)C (diisopropylethylamine), CC(C)(OC(=O)N[C@H](C(=O)O)C12CC3(CC(CC(C1)C3)C2)O)C ((αS)-α-[[(1,1-dimethylethoxy)carbonyl]amino]-3-hydroxytricyclo[3.3.1.13,7]decane-1-acetic acid), CC(C)(OC(=O)N[C@H](C(=O)O)C12CC3(CC(CC(C1)C3)C2)O)C ((αS)-α-[[(1,1-dimethylethoxy)carbonyl]amino]-3-hydroxytricyclo[3.3.1.13,7]decane-1-acetic acid), C(C)(C)N(CC)C(C)C (diisopropylethylamine), CS(=O)(=O)Cl (Methanesulfonyl chloride), anhydride. The solvent is C1CCOC1 (THF). Conditions: temperature -6 celsius, time 8 hour. The product is CC(C)(OC(=O)N[C@H](C(=O)N1[C@H]2C[C@H]2C[C@H]1C(=O)N)C12CC3(CC(CC(C1)C3)C2)O)C ((1S,3S,5S)-2-[(2S)-2-(1,1-dimethylethoxycarbonyl)amino-2-(3-hydroxytricyclo[3.3.1.13,7]dec-1-yl)-1-oxoethyl]-2-azabicyclo[3.1.0]hexane-3-carbonylamine). As a reaction SMILES: [CH3:1][C:2]([CH3:23])([O:4][C:5]([NH:7][C@@H:8]([C:12]12[CH2:21][CH:16]3[CH2:17][CH:18]([CH2:20][C:14]([OH:22])([CH2:15]3)[CH2:13]1)[CH2:19]2)[C:9](O)=[O:10])=[O:6])[CH3:3].CS(Cl)(=O)=O.C(N(C(C)C)CC)(C)C.Cl.[C@H:39]12[CH2:44][C@H:43]1[CH2:42][C@@H:41]([C:45]([NH2:47])=[O:46])[NH:40]2.OC1C2N=NNC=2C=CC=1>C1COCC1>[CH3:3][C:2]([CH3:23])([O:4][C:5]([NH:7][C@@H:8]([C:12]12[CH2:19][CH:18]3[CH2:17][CH:16]([CH2:15][C:14]([OH:22])([CH2:20]3)[CH2:13]1)[CH2:21]2)[C:9]([N:40]1[C@H:41]([C:45]([NH2:47])=[O:46])[CH2:42][C@H:43]2[C@@H:39]1[CH2:44]2)=[O:10])=[O:6])[CH3:1] |f:3.4|. Reported procedure: A 2 L three-necked flask equipped with a thermometer, a mechanical stirrer and a gas inlet was charged with (S)-α[[(1,1-dimethylethoxy)carbonyl]amino]-3-hydroxytricyclo[3.3.1.13,7]decane-1-acetic acid (Formula VI) (50 grams, 153.8 mmol). THF (200 ml) was added and stirred to produce a clear solution. The solution was cooled to −6° C. in an acetone-dry ice-water bath. Methanesulfonyl chloride (Mes-Cl)(13.1 ml, 169 mmol, 1.1 equivalents) was then added as a single portion followed by diisopropylet... The reactants are C(CCC)(=O)C1(CCN(CC1)C([C@@H](CC1=CC=C(C=C1)OC)NC(OC(C)(C)C)=O)=O)C1CCCCC1 (tert-butyl [(R)-2-(4-butyryl-4-cyclohexylpiperidin-1-yl)-1-(4-methoxybenzyl)-2-oxoethyl]carbamate), [OH-].[Na+] (sodium hydroxide). Solvent: C(Cl)Cl (DCM), FC(C(=O)O)(F)F (trifluoroacetic acid). Reaction conditions: time 30 minute. Product: N[C@@H](C(=O)N1CCC(CC1)(C1CCCCC1)C(CCC)=O)CC1=CC=C(C=C1)OC (1-{1-[(R)-2-amino-3-(4-methoxyphenyl)propionyl]-4-cyclohexylpiperidin-4-yl}butan-1-one). Isolated yield 86.1%. RXN SMILES: [C:1]([C:6]1([CH:32]2[CH2:37][CH2:36][CH2:35][CH2:34][CH2:33]2)[CH2:11][CH2:10][N:9]([C:12](=[O:31])[C@H:13]([NH:23]C(=O)OC(C)(C)C)[CH2:14][C:15]2[CH:20]=[CH:19][C:18]([O:21][CH3:22])=[CH:17][CH:16]=2)[CH2:8][CH2:7]1)(=[O:5])[CH2:2][CH2:3][CH3:4].[OH-].[Na+]>C(Cl)Cl.FC(F)(F)C(O)=O>[NH2:23][C@H:13]([CH2:14][C:15]1[CH:16]=[CH:17][C:18]([O:21][CH3:22])=[CH:19][CH:20]=1)[C:12]([N:9]1[CH2:10][CH2:11][C:6]([C:1](=[O:5])[CH2:2][CH2:3][CH3:4])([CH:32]2[CH2:33][CH2:34][CH2:35][CH2:36][CH2:37]2)[CH2:7][CH2:8]1)=[O:31] |f:1.2|. Reported procedure: 0.43 g (0.84 mmol) of tert-butyl [(R)-2-(4-butyryl-4-cyclohexylpiperidin-1-yl)-1-(4-methoxybenzyl)-2-oxoethyl]carbamate is diluted in 8 ml of DCM and 2 ml of trifluoroacetic acid. The solution is stirred for 1 hour 30 minutes at room temperature and then poured into 1N sodium hydroxide solution and extracted with dichloromethane. The organic phase is dried, filtered and then concentrated. 300 mg of 1-{1-[(R)-2-amino-3-(4-methoxyphenyl)propionyl]-4-cyclohexylpiperidin-4-yl}butan-1-one in the form... Starting materials: P(=O)(Cl)(Cl)Cl (Phosphorus oxychloride), C([O-])([O-])=O.[K+].[K+] (Potassium carbonate), CN(C=O)C (dimethylformamide), ClC1=CC=C(C=C1)CC(=O)O (p-Chlorophenylacetic acid), [OH-].[Na+] (sodium hydroxide). Conditions: temperature 70 celsius, time 8 hour. Product: ClC1=CC=C(C=C1)C(C=O)=CN(C)C (2-(p-chlorophenyl)-3-dimethylaminoprop-2-enal). Reaction SMILES: P(Cl)(Cl)(Cl)=O.[Cl:6][C:7]1[CH:12]=[CH:11][C:10]([CH2:13][C:14]([OH:16])=O)=[CH:9][CH:8]=1.[OH-].[Na+].C(=O)([O-])[O-].[K+].[K+].[CH3:25][N:26]([CH3:29])[CH:27]=O>>[Cl:6][C:7]1[CH:8]=[CH:9][C:10]([C:13](=[CH:25][N:26]([CH3:29])[CH3:27])[CH:14]=[O:16])=[CH:11][CH:12]=1 |f:2.3,4.5.6|. Procedure details: Phosphorus oxychloride (28 ml) was added dropwise with stirring to dry dimethylformamide (38 ml) with cooling in an ice-bath to keep the temperature below 20° C. p-Chlorophenylacetic acid (17.05 g) was added, and the solution was heated to 70° C. for 6 hours and then left to stand overnight. The red solution was poured onto ice and neutralised with 40% sodium hydroxide whilst cooling in an ice/salt bath. Potassium carbonate (150 g) was added and the mixture was heated to boiling for 0.5 hour. Th... Starting materials: CC(=O)O, CC(=O)O[BH-](OC(C)=O)OC(C)=O, CCOC(C)=O, O=CC1CC1, ClCCCl, CC(NC(=O)OC(C)(C)C)C(=O)Nc1cccc(S(C)(=O)=O)c1N, [Na+]. Product: CC(NC(=O)OC(C)(C)C)C(=O)Nc1cccc(S(C)(=O)=O)c1NCC1CC1. RXN SMILES: [C:25]([OH:26])(=[O:27])[CH3:28].[C:34]([O:35][BH-:36]([O:37][C:38](=[O:39])[CH3:40])[O:41][C:42](=[O:43])[CH3:44])(=[O:45])[CH3:46].[CH3:52][CH2:53][O:54][C:55]([CH3:56])=[O:57].[CH:29]1([CH:32]=[O:33])[CH2:30][CH2:31]1.[Cl:48][CH2:49][CH2:50][Cl:51].[NH2:1][c:2]1[c:3]([NH:12][C:13]([CH:14]([CH3:15])[NH:16][C:17]([O:18][C:19]([CH3:20])([CH3:21])[CH3:22])=[O:23])=[O:24])[cH:4][cH:5][cH:6][c:7]1[S:8](=[O:9])(=[O:10])[CH3:11].[Na+:47]>>[NH:1]([c:2]1[c:3]([NH:12][C:13]([CH:14]([CH3:15])[NH:16][C:17]([O:18][C:19]([CH3:20])([CH3:21])[CH3:22])=[O:23])=[O:24])[cH:4][cH:5][cH:6][c:7]1[S:8](=[O:9])(=[O:10])[CH3:11])[CH2:32][CH:29]1[CH2:30][CH2:31]1. The reactants are C(C1=CC=CC=C1)OC(NCC(C)S(NC1CCN(CC1)C(C)C)(=O)=O)=O ([2-(1-isopropyl-piperidin-4-ylsulfamoyl)-propyl]-carbamic acid benzyl ester). The solvent is CO (MeOH). Conditions: time 4 hour. The product is C(C)(C)N1CCC(CC1)NS(=O)(=O)C(CN)C (1-amino-propane-2-sulfonic acid (1-isopropyl-piperidin-4-yl)-amide). Reaction SMILES: C(OC(=O)[NH:10][CH2:11][CH:12]([S:14](=[O:26])(=[O:25])[NH:15][CH:16]1[CH2:21][CH2:20][N:19]([CH:22]([CH3:24])[CH3:23])[CH2:18][CH2:17]1)[CH3:13])C1C=CC=CC=1>CO>[CH:22]([N:19]1[CH2:20][CH2:21][CH:16]([NH:15][S:14]([CH:12]([CH3:13])[CH2:11][NH2:10])(=[O:25])=[O:26])[CH2:17][CH2:18]1)([CH3:24])[CH3:23]. Reported procedure: 255 mg (0.64 mmol) crude [2-(1-isopropyl-piperidin-4-ylsulfamoyl)-propyl]-carbamic acid benzyl ester were dissolved in 10 ml MeOH. The solution was evacuated and rinsed with argon several times. 30 mg palladium on charcoal (10%) were added and again the mixture was evacuated and rinsed with argon several times. Finally argon was exchanged by hydrogen (balloon filled with hydrogen) and the mixture was stirred for 4 h at room temperature. The reaction mixture was filtered over “Celite” and the fil... Reported procedure: 4-Methoxyphenethyl tosylate (1.24 g, 4.05 mmol), sodium carbonate (430 mg, 4.06 mmol) and sodium iodide (40 mg, 0.26 mmol) were added to a solution of (S)-3-(4-nitrobenzoyloxy)pyrrolidine (799 mg, 3.38 mmol) in acetonitrile (40 ml), and they were heated under reflux at 90° C. for 3 hours. The insoluble material was removed by the filtration. The insoluble material was washed with ethyl acetate, and the wash solution was combined with the filtrate. The solvent was evaporated under reduced pressur... Isolated yield 80.0%. As a reaction SMILES: S(C1C=CC(C)=CC=1)(O[CH2:5][CH2:6][C:7]1[CH:12]=[CH:11][C:10]([O:13][CH3:14])=[CH:9][CH:8]=1)(=O)=O.C(=O)([O-])[O-].[Na+].[Na+].[I-].[Na+].[N+:30]([C:33]1[CH:46]=[CH:45][C:36]([C:37]([O:39][C@H:40]2[CH2:44][CH2:43][NH:42][CH2:41]2)=[O:38])=[CH:35][CH:34]=1)([O-:32])=[O:31]>C(#N)C>[N+:30]([C:33]1[CH:46]=[CH:45][C:36]([C:37]([O:39][C@H:40]2[CH2:44][CH2:43][N:42]([CH2:5][CH2:6][C:7]3[CH:8]=[CH:9][C:10]([O:13][CH3:14])=[CH:11][CH:12]=3)[CH2:41]2)=[O:38])=[CH:35][CH:34]=1)([O-:32])=[O:31] |f:1.2.3,4.5|. Run in C(C)#N (acetonitrile). Run at temperature 90 celsius. Yields the product [N+](=O)([O-])C1=CC=C(C(=O)O[C@@H]2CN(CC2)CCC2=CC=C(C=C2)OC)C=C1 ((S)-3-(4-nitrobenzoyloxy)-1-(4-methoxy-phenethyl)pyrrolidine), oil. The reactants are S(=O)(=O)(OCCC1=CC=C(C=C1)OC)C1=CC=C(C)C=C1 (4-Methoxyphenethyl tosylate), C([O-])([O-])=O.[Na+].[Na+] (sodium carbonate), [I-].[Na+] (sodium iodide), [N+](=O)([O-])C1=CC=C(C(=O)O[C@@H]2CNCC2)C=C1 ((S)-3-(4-nitrobenzoyloxy)pyrrolidine). The reactants are BrCC(=O)O (Bromoacetic acid), Cl (HCl), S(=O)([O-])[O-].[Na+].[Na+] (Sodium sulfite), C(=O)(O)[O-].[Na+] (NaHCO3), BrC1=CC(=C(C=C1)S(=O)(=O)Cl)C (4-Bromo-2-methyl-benzenesulfonyl chloride). Run in O (water), O (water). Run at temperature 75 celsius, time 1 hour. Yields the product BrC1=CC(=C(C=C1)S(=O)(=O)C)C (4-Bromo-2-methyl-1-(methylsulfonyl)benzene). Isolated yield 44.4%. As a reaction SMILES: S([O-])([O-])=O.[Na+].[Na+].C([O-])(O)=O.[Na+].[Br:12][C:13]1[CH:18]=[CH:17][C:16]([S:19](Cl)(=[O:21])=[O:20])=[C:15]([CH3:23])[CH:14]=1.Br[CH2:25]C(O)=O.Cl>O>[Br:12][C:13]1[CH:18]=[CH:17][C:16]([S:19]([CH3:25])(=[O:21])=[O:20])=[C:15]([CH3:23])[CH:14]=1 |f:0.1.2,3.4|. Procedure details: 235 mg Sodium sulfite and 470 mg NaHCO3 were dissolved in 1.75 mL of water and heated to 75° C. 500 mg of 4-Bromo-2-methyl-benzenesulfonyl chloride were added in portions within 10 min (gas formation) and the mixture stirred for 1 h at 75° C. 387 mg of Bromoacetic acid and 150 μL of water was added in small portions and the mixture stirred at 105° C. overnight. After cooling to 25° C. the mixture was acidified to pH 1 using 4N HCl. The resulting precipitate was collected and washed with water to... Starting materials: Cl (HCl), FC=1C=C2CC(NC2=CC1)=O (5-fluoro-1,3-dihydro-indol-2-one), OC1CCN(CC1)CCCC1=CC=C2C(=N1)COC2=O (2-[3-(4-Hydroxy-piperidin-1-yl)-propyl]-7H-furo[3,4-b]pyridin-5-one), lactone, lactone, C[Si](C)(C)[N-][Si](C)(C)C.[Li+] (lithium bis(trimethylsilyl)amide). Solvent: C1CCOC1 (THF), C1CCOC1 (THF), C1CCOC1 (THF). Reaction conditions: time 20 minute. Yields the product FC=1C=C2C(C(NC2=CC1)=O)=C1OCC2=NC(=CC=C21)CCCN2CCC(CC2)O (5-Fluoro-3-{2-[3-(4-hydroxy-piperidin-1-yl)-propyl]-7H-furo[3,4-b]pyridin-5-ylidene}-1,3-dihydro-indol-2-one). Yield: 3.4%. Reaction SMILES: [F:1][C:2]1[CH:3]=[C:4]2[C:8](=[CH:9][CH:10]=1)[NH:7][C:6](=[O:11])[CH2:5]2.C[Si]([N-][Si](C)(C)C)(C)C.[Li+].[OH:22][CH:23]1[CH2:28][CH2:27][N:26]([CH2:29][CH2:30][CH2:31][C:32]2[N:37]=[C:36]3[CH2:38][O:39][C:40](=O)[C:35]3=[CH:34][CH:33]=2)[CH2:25][CH2:24]1.Cl>C1COCC1>[F:1][C:2]1[CH:3]=[C:4]2[C:8](=[CH:9][CH:10]=1)[NH:7][C:6](=[O:11])[C:5]2=[C:40]1[C:35]2[C:36](=[N:37][C:32]([CH2:31][CH2:30][CH2:29][N:26]3[CH2:27][CH2:28][CH:23]([OH:22])[CH2:24][CH2:25]3)=[CH:33][CH:34]=2)[CH2:38][O:39]1 |f:1.2|. Procedure: A solution of 5-fluoro-1,3-dihydro-indol-2-one (163 mg, 1.09 mmol.) in THF (2 mL) is placed under an argon atmosphere cooled in an ice bath. A solution of lithium bis(trimethylsilyl)amide (3.6 mL of a 1M in THF, 3.6 mmol, 5 eq.) is added slowly at 0° C. and the resulting solution is stirred for 20 min. The ice-bath is then removed and a solution of 2-[3-(4-Hydroxy-piperidin-1-yl)-propyl]-7H-furo[3,4-b]pyridin-5-one (200 mg, 0.72 mmol) in THF (1 mL) is added dropwise to the reaction mixture. The ...